From a dataset of the Open Reaction Database (ORD), a public repository of structured organic reaction records. describe an organic reaction: reactants, conditions, products, and yield Reactants: C[O-].[Na+] (sodium methoxide), C[O-].[Na+] (sodium methoxide), CC(=C(C(=O)OC)N1C([C@@H]([C@H]1CC=C)[C@@H](C)OC=O)=O)C (Methyl 3-methyl-2-[(3S,4R)-3-[(1R)-1-formyloxyethyl]-2-oxo-4-allylazetidin-1-yl]but-2-enoate). Reagents/catalysts: C(C)(=O)O (Acetic acid). Solvent: CO (methanol), CO (methanol). Conditions: temperature 0 celsius, time 1 hour. Yields the product CC(=C(C(=O)OC)N1C([C@@H]([C@H]1CC=C)[C@@H](C)O)=O)C (methyl 3-methyl-2-[(3S,4R)-3-((1R)-1-hyroxyethyl)-2-oxo-4-allylazetidin-1-yl]but-2-enoate). The yield is 96.1%. RXN SMILES: [CH3:1][C:2]([CH3:21])=[C:3]([N:8]1[C@H:11]([CH2:12][CH:13]=[CH2:14])[C@@H:10]([C@H:15]([O:17]C=O)[CH3:16])[C:9]1=[O:20])[C:4]([O:6][CH3:7])=[O:5].C[O-].[Na+]>CO.C(O)(=O)C>[CH3:21][C:2]([CH3:1])=[C:3]([N:8]1[C@H:11]([CH2:12][CH:13]=[CH2:14])[C@@H:10]([C@H:15]([OH:17])[CH3:16])[C:9]1=[O:20])[C:4]([O:6][CH3:7])=[O:5] |f:1.2|. Reported procedure: Methyl 3-methyl-2-[(3S,4R)-3-[(1R)-1-formyloxyethyl]-2-oxo-4-allylazetidin-1-yl]but-2-enoate (23 mg) was dissolved in methanol (1 ml) and cooled to 0° C. To this solution was added a solution of sodium methoxide in methanol (0.49 M, 0.16 ml) and the mixture was stirred for 1 hour at the same temperature. An additional 0.08 ml of the sodium methoxide solution was added and the mixture was stirred for 30 minutes at the same temperature. Acetic acid (2 drops) was then added and the mixture was evap... Run at temperature 150 celsius. Reaction SMILES: [NH2:1][C:2]([CH2:7][OH:8])([CH2:5][OH:6])[CH2:3][OH:4].[CH2:9]1[CH2:16][CH2:15][O:14][C:12](=[O:13])[CH2:11][CH2:10]1.OC1OCCN=1>>[CH2:9]1[CH2:16][CH2:15][O:14][C:12](=[O:13])[CH2:11][CH2:10]1.[CH2:3]([OH:4])[C:2]([NH2:1])([CH2:7][OH:8])[CH2:5][OH:6] |f:3.4|. The reactants are NC(CO)(CO)CO (2-amino-2-(hydroxymethyl)-1,3-propanediol), C1(CCCCCO1)=O (caprolactone), OC=1OCCN1 (hydroxy-oxazoline), C1CCC(=O)OCC1 (E-Caprolactone), stannous octanoate Sn(OCT)2. The product is C1CCC(=O)OCC1.C(C(CO)(CO)N)O (E-Caprolactone THAM). Procedure: About 121.0 g (1.0 mole) of 2-amino-2-(hydroxymethyl)-1,3-propanediol (THAM) was combined with 114.0 g (1.0 mole) of E-Caprolactone and 0.1 g stannous octanoate Sn(OCT)2. As the reaction mixture was slowly heated to 150° C., a clear solution was obtained. Infrared analysis of the reaction product showed no unreacted caprolactone. Upon heating the product cyclized to a hydroxy-oxazoline, and a strong absorption band at 6.0 microns in the infrared spectrum was observed. The product analyzed for 50... Starting materials: O=S1(CCN(CC1)C(=O)C=1NC2=CC=C(C=C2C1)OC1CCN(CC1)C(C)C)=O ((1,1-Dioxo-thiomorpholin-4-yl)-[5-(1-isopropyl-piperidin-4-yloxy)-1H-indol-2-yl]-methanone), BrC(C#N)C (2-bromopropionitrile). Yields the product O=S1(CCN(CC1)C(=O)C=1N(C2=CC=C(C=C2C1)OC1CCN(CC1)C(C)C)C(C#N)C)=O (rac-2-[2-(1,1-Dioxo-1λ6-thiomorpholine-4-carbonyl)-5-(1-isopropyl-piperidin-4-yloxy)-indol-1-yl]-propionitrile). As a reaction SMILES: [O:1]=[S:2]1(=[O:29])[CH2:7][CH2:6][N:5]([C:8]([C:10]2[NH:11][C:12]3[C:17]([CH:18]=2)=[CH:16][C:15]([O:19][CH:20]2[CH2:25][CH2:24][N:23]([CH:26]([CH3:28])[CH3:27])[CH2:22][CH2:21]2)=[CH:14][CH:13]=3)=[O:9])[CH2:4][CH2:3]1.Br[CH:31]([CH3:34])[C:32]#[N:33]>>[O:29]=[S:2]1(=[O:1])[CH2:7][CH2:6][N:5]([C:8]([C:10]2[N:11]([CH:31]([CH3:34])[C:32]#[N:33])[C:12]3[C:17]([CH:18]=2)=[CH:16][C:15]([O:19][CH:20]2[CH2:25][CH2:24][N:23]([CH:26]([CH3:27])[CH3:28])[CH2:22][CH2:21]2)=[CH:14][CH:13]=3)=[O:9])[CH2:4][CH2:3]1. Reported procedure: In analogy to the procedure described for the synthesis of example 1, step 1, the title compound was synthesized from (1,1-dioxo-thiomorpholin-4-yl)-[5-(1-isopropyl-piperidin-4-yloxy)-1H-indol-2-yl]-methanone (Example 2) and 2-bromopropionitrile. The desired product was obtained in a yield of 20% as a light yellow foam. MS (m/e): 473.6 (MH+, 100%). The reactants are S(=O)(=O)(O)C=1C=C(C2=C(C=C(C=C2C1)S(=O)(=O)O)S(=O)(=O)O)N=C=S.[Na] (sodium 3, 6, 8-trisulfonaphthylisothiocyanate), CN(CC=C)C (N,N-dimethyl-N-allylamine). Solvent: O (water), O (water). Product: S(=O)(=O)(O)C=1C=C(C2=C(C=C(C=C2C1)S(=O)(=O)O)S(=O)(=O)O)NC(=S)N.[Na] (sodium 3, 6, 8-trisulfonaphthylthiourea), solid. Reaction SMILES: [S:1]([C:5]1[CH:6]=[C:7]([N:23]=[C:24]=[S:25])[C:8]2[C:13]([CH:14]=1)=[CH:12][C:11]([S:15]([OH:18])(=[O:17])=[O:16])=[CH:10][C:9]=2[S:19]([OH:22])(=[O:21])=[O:20])([OH:4])(=[O:3])=[O:2].[Na:26].C[N:28](C)CC=C>O>[S:1]([C:5]1[CH:6]=[C:7]([NH:23][C:24]([NH2:28])=[S:25])[C:8]2[C:13]([CH:14]=1)=[CH:12][C:11]([S:15]([OH:18])(=[O:16])=[O:17])=[CH:10][C:9]=2[S:19]([OH:22])(=[O:21])=[O:20])([OH:4])(=[O:3])=[O:2].[Na:26] |f:0.1,4.5,^1:25,59|. Reported procedure: Solid sodium 3, 6, 8-trisulfonaphthylisothiocyanate (250 mg; 0.5 mmol) was added to a solution of PAMAM 4.0 (51 mg; 0.01 mmol) and N,N-dimethyl-N-allylamine buffer (pH 9.5; 1 ml) in water (2 ml) and the mixture heated under nitrogen at 53° for two hours and then cooled. The mixture was concentrated under reduced pressure to give an orange solid. The residual solid was dissolved in water (2 ml) and passed through a short column of Amberlite IR-120(Na). The filtrate was then concentrated and the r... Reactants: ClCC=1N=C(OC1C)C1=CC=C(C=C1)OC(C)C (4-chloromethyl-2-(4-isopropoxy-phenyl)-5-methyl-oxazole), C([O-])([O-])=O.[Cs+].[Cs+] (cesium carbonate), [I-].[K+] (potassium iodide), COC([C@H](CC1=C(C=C(C=C1)O)OC)OCC)=O ((2S)-2-ethoxy-3-(4-hydroxy-2-methoxy-phenyl)-propionic acid methyl ester). Product: COC([C@H](CC1=C(C=C(C=C1)OCC=1N=C(OC1C)C1=CC=C(C=C1)OC(C)C)OC)OCC)=O ((S)-2-ethoxy-3-{4-[2-(4-isopropoxy-phenyl)-5-methyl-oxazol-4-ylmethoxy]-2-methoxy-phenyl}-propionic acid methyl ester). RXN SMILES: [CH3:1][O:2][C:3](=[O:18])[C@@H:4]([O:15][CH2:16][CH3:17])[CH2:5][C:6]1[CH:11]=[CH:10][C:9]([OH:12])=[CH:8][C:7]=1[O:13][CH3:14].Cl[CH2:20][C:21]1[N:22]=[C:23]([C:27]2[CH:32]=[CH:31][C:30]([O:33][CH:34]([CH3:36])[CH3:35])=[CH:29][CH:28]=2)[O:24][C:25]=1[CH3:26].C(=O)([O-])[O-].[Cs+].[Cs+].[I-].[K+]>>[CH3:1][O:2][C:3](=[O:18])[C@@H:4]([O:15][CH2:16][CH3:17])[CH2:5][C:6]1[CH:11]=[CH:10][C:9]([O:12][CH2:20][C:21]2[N:22]=[C:23]([C:27]3[CH:32]=[CH:31][C:30]([O:33][CH:34]([CH3:36])[CH3:35])=[CH:29][CH:28]=3)[O:24][C:25]=2[CH3:26])=[CH:8][C:7]=1[O:13][CH3:14] |f:2.3.4,5.6|. Procedure details: In analogy to the procedure described in example 1 f], (2S)-2-ethoxy-3-(4-hydroxy-2-methoxy-phenyl)-propionic acid methyl ester (example 24 c]) was reacted with 4-chloromethyl-2-(4-isopropoxy-phenyl)-5-methyl-oxazole (examples 2 b]) in the presence of cesium carbonate and potassium iodide to yield (S)-2-ethoxy-3-{4-[2-(4-isopropoxy-phenyl)-5-methyl-oxazol-4-ylmethoxy]-2-methoxy-phenyl}-propionic acid methyl ester as colorless liquid. Product: N1=CC(=CC=C1)COC(NCC1=CC=C(C=C1)C(=O)NC1=NC(=CC=C1N)C1=CC=CC=C1)=O (pyridin-3-ylmethyl[(4-{[(3-amino-6-phenylpyridin-2-yl)amino]carbonyl}phenyl)methyl]carbamate). Solvent: C(C)(=O)OCC (ethyl acetate). Reaction SMILES: CC([N:5]([C:9]1[C:10]([NH:21][C:22]([C:24]2[CH:29]=[CH:28][C:27]([CH2:30][NH:31][C:32]([O:34][CH2:35][C:36]3[CH:37]=[N:38][CH:39]=[CH:40][CH:41]=3)=[O:33])=[CH:26][CH:25]=2)=[O:23])=[N:11][C:12]([C:15]2[CH:20]=[CH:19][CH:18]=[CH:17][CH:16]=2)=[CH:13][CH:14]=1)C(=O)[O-])(C)C.Cl.O1CCOCC1>C(OCC)(=O)C>[N:38]1[CH:39]=[CH:40][CH:41]=[C:36]([CH2:35][O:34][C:32](=[O:33])[NH:31][CH2:30][C:27]2[CH:26]=[CH:25][C:24]([C:22]([NH:21][C:10]3[C:9]([NH2:5])=[CH:14][CH:13]=[C:12]([C:15]4[CH:16]=[CH:17][CH:18]=[CH:19][CH:20]=4)[N:11]=3)=[O:23])=[CH:29][CH:28]=2)[CH:37]=1. Conditions: time 16 hour. Starting materials: CC(C)(C)N(C([O-])=O)C=1C(=NC(=CC1)C1=CC=CC=C1)NC(=O)C1=CC=C(C=C1)CNC(=O)OCC=1C=NC=CC1 (1,1-dimethylethyl{6-phenyl-2-[({4-[({[(pyridin-3-ylmethyl)oxy]carbonyl}amino)methyl]phenyl}carbonyl)amino]pyridin-3-yl}carbamate), Cl (HCl), O1CCOCC1 (dioxane). Reported procedure: A solution of 1,1-dimethylethyl{6-phenyl-2-[({4-[({[(pyridin-3-ylmethyl)oxy]carbonyl}amino)methyl]phenyl}carbonyl)amino]pyridin-3-yl}carbamate (25 mg, 0.045 mmol) in ethyl acetate (5 mL) was treated with 4M HCl in dioxane (1.13 mL, 4.52 mmol) and stirred at ambient temperature for 16 hours. The reaction was evaporated in vacuo and purified by flash column chromatography (0-5% methanol(w/1% ammonia)/DCM) to give pyridin-3-ylmethyl[(4-{[(3-amino-6-phenylpyridin-2-yl)amino]carbonyl}phenyl)methyl]ca... Starting materials: CCO, Cl, [Fe], O=C(Nc1nc2ccc(Oc3cccc([N+](=O)[O-])c3)cc2s1)C1CC1. The product is Nc1cccc(Oc2ccc3nc(NC(=O)C4CC4)sc3c2)c1. RXN SMILES: [CH3:27][CH2:28][OH:29].[ClH:26].[Fe:30].[N+:1]([O-:2])(=[O:3])[c:4]1[cH:5][c:6]([O:7][c:8]2[cH:9][c:10]3[c:11]([n:12][c:13]([NH:15][C:16](=[O:17])[CH:18]4[CH2:19][CH2:20]4)[s:14]3)[cH:21][cH:22]2)[cH:23][cH:24][cH:25]1>>[NH2:1][c:4]1[cH:5][c:6]([O:7][c:8]2[cH:9][c:10]3[c:11]([n:12][c:13]([NH:15][C:16](=[O:17])[CH:18]4[CH2:19][CH2:20]4)[s:14]3)[cH:21][cH:22]2)[cH:23][cH:24][cH:25]1. Reactants: ClCCl.B(Br)(Br)Br (boron tribromide dichloromethane), COC[C@@H](OC=1C=C(C=C(C1)OC1=CC=C(C=C1)S(=O)(=O)C)C1=CC=C(N1)C=1SCCN1)C (2-(5-{3-[(1S)-2-Methoxy-1-methylethoxy]-5-[4-(methylsulfonyl)phenoxy]phenyl}-1H-pyrrol-2-yl)-4,5-dihydro-1,3-thiazole), C(O)([O-])=O.[Na+] (sodium hydrogencarbonate). Run in ClCCl (dichloromethane). Conditions: temperature -78 celsius, time 1 hour. The product is S1C(=NCC1)C1=CC=C(N1)C=1C=C(O[C@H](CO)C)C=C(C1)OC1=CC=C(C=C1)S(=O)(=O)C ((2S)-2-{3-[5-(4,5-Dihydro-1,3-thiazol-2-yl)-1H-pyrrol-2-yl]-5-[4-(methylsulfonyl)phenoxy]phenoxy}propan-1-ol). Yield: 54.1%. As a reaction SMILES: C[O:2][CH2:3][C@H:4]([CH3:33])[O:5][C:6]1[CH:7]=[C:8]([C:23]2[NH:27][C:26]([C:28]3[S:29][CH2:30][CH2:31][N:32]=3)=[CH:25][CH:24]=2)[CH:9]=[C:10]([O:12][C:13]2[CH:18]=[CH:17][C:16]([S:19]([CH3:22])(=[O:21])=[O:20])=[CH:15][CH:14]=2)[CH:11]=1.ClCCl.B(Br)(Br)Br.C(=O)([O-])O.[Na+]>ClCCl>[S:29]1[CH2:30][CH2:31][N:32]=[C:28]1[C:26]1[NH:27][C:23]([C:8]2[CH:7]=[C:6]([CH:11]=[C:10]([O:12][C:13]3[CH:18]=[CH:17][C:16]([S:19]([CH3:22])(=[O:21])=[O:20])=[CH:15][CH:14]=3)[CH:9]=2)[O:5][C@@H:4]([CH3:33])[CH2:3][OH:2])=[CH:24][CH:25]=1 |f:1.2,3.4|. Procedure: 2-(5-{3-[(1S)-2-Methoxy-1-methylethoxy]-5-[4-(methylsulfonyl)phenoxy]phenyl}-1H-pyrrol-2-yl)-4,5-dihydro-1,3-thiazole (88 mg, 0.18 mmol) synthesized in Example (25c) was dissolved in dichloromethane (5 mL), and cooled to −78° C., a 1.0 mol/L boron tribromide dichloromethane solution (0.22 mL, 0.22 mmol) was added under nitrogen atmosphere. After the temperature was raised naturally and the solution was stirred at room temperature for 1 hour, subsequently a saturated aqueous sodium hydrogencarbon...